Dataset: the Open Reaction Database (ORD), a public repository of structured organic reaction records. Task: describe an organic reaction: reactants, conditions, products, and yield The reactants are FC1(C(CC(CC1)(O)CNC(=O)C=1C=2C=CC(=NC2C=CC1Cl)Cl)C)F (2,6-dichloro-quinoline-5-carboxylic acid (4,4-difluoro-1-hydroxy-3-methyl-cyclohexylmethyl)-amide), CCN(C(C)C)C(C)C (DIPEA), CN([C@@H]1CNCC1)C ((S)-3-dimethylamino-pyrrolidine). The product is FC1(C(CC(CC1)(O)CNC(=O)C=1C=2C=CC(=NC2C=CC1Cl)N1C[C@H](CC1)N(C)C)C)F (6-Chloro-2-(3-(S)-dimethylamino-pyrrolidin-1-yl)-quinoline-5-carboxylic acid (4,4-difluoro-1-hydroxy-3-methyl-cyclohexylmethyl)-amide). As a reaction SMILES: [F:1][C:2]1([F:26])[CH2:7][CH2:6][C:5]([CH2:9][NH:10][C:11]([C:13]2[C:14]3[CH:15]=[CH:16][C:17](Cl)=[N:18][C:19]=3[CH:20]=[CH:21][C:22]=2[Cl:23])=[O:12])([OH:8])[CH2:4][CH:3]1[CH3:25].CCN(C(C)C)C(C)C.[CH3:36][N:37]([CH3:43])[C@H:38]1[CH2:42][CH2:41][NH:40][CH2:39]1>>[F:1][C:2]1([F:26])[CH2:7][CH2:6][C:5]([CH2:9][NH:10][C:11]([C:13]2[C:14]3[CH:15]=[CH:16][C:17]([N:40]4[CH2:41][CH2:42][C@H:38]([N:37]([CH3:43])[CH3:36])[CH2:39]4)=[N:18][C:19]=3[CH:20]=[CH:21][C:22]=2[Cl:23])=[O:12])([OH:8])[CH2:4][CH:3]1[CH3:25]. Reported procedure: The title compound was synthesized according to the procedure described in example 1 using 2,6-dichloro-quinoline-5-carboxylic acid (4,4-difluoro-1-hydroxy-3-methyl-cyclohexylmethyl)-amide, DIPEA and (S)-3-dimethylamino-pyrrolidine. 1H NMR (400 MHz, DMSO-d6) δ ppm 8.75 (1H), 7.85 (m, 1H), 7.58 (2H), 7.05 (1H), 5.43-5.56 (1H), 4.66 (s, 1H), 3.89 (m, 2H), 3.70 (m, 1H), 3.55 (m, 1H), 3.26 (m, 2H), 2.44 (m, 2H), 2.26 (s, 6H), 2.06 (m, 2H), 1.85 (m, 2H), 1.74-1.56 (m, 1H), 1.27-1.32 (m, 1H), 1.00 (d,... RXN SMILES: [C:1]([CH3:2])([CH3:3])([CH3:4])[O:5][C:6](=[O:7])[N:8]1[CH2:9][CH2:10][c:11]2[c:12]([c:15]([S:20][CH2:21][c:22]3[n:23][cH:24][c:25]([C:28]#[C:29][c:30]4[cH:31][cH:32][c:33]([F:36])[cH:34][cH:35]4)[cH:26][cH:27]3)[c:16]([Cl:19])[cH:17][cH:18]2)[CH2:13][CH2:14]1.[CH3:47][OH:48].[cH:37]1[cH:38][c:39]2[c:40]([n:41][cH:42][cH:43][cH:44]2)[cH:45][cH:46]1>>[C:1]([CH3:2])([CH3:3])([CH3:4])[O:5][C:6](=[O:7])[N:8]1[CH2:9][CH2:10][c:11]2[c:12]([c:15]([S:20][CH2:21][c:22]3[n:23][cH:24][c:25]([CH:28]=[CH:29][c:30]4[cH:31][cH:32][c:33]([F:36])[cH:34][cH:35]4)[cH:26][cH:27]3)[c:16]([Cl:19])[cH:17][cH:18]2)[CH2:13][CH2:14]1. The reactants are CC(C)(C)OC(=O)N1CCc2ccc(Cl)c(SCc3ccc(C#Cc4ccc(F)cc4)cn3)c2CC1, CO, c1ccc2ncccc2c1. The product is CC(C)(C)OC(=O)N1CCc2ccc(Cl)c(SCc3ccc(C=Cc4ccc(F)cc4)cn3)c2CC1. Starting materials: BrC=1C=C(CC2(CC2)C(=O)OC(C)(C)C)C=CC1 (tert-butyl 1-(3-bromobenzyl)-cyclopropanecarboxylate), C(C1=CC=CC=C1)N (benzylamine), CC(C)([O-])C.[Na+] (sodium tert-butoxide), C1(=CC=CC=C1)P(C1=C(C2=CC=CC=C2C=C1)C1=C(C=CC2=CC=CC=C12)P(C1=CC=CC=C1)C1=CC=CC=C1)C1=CC=CC=C1 ((+/−)-2,2′-bis(diphenylphosphino)-1,1′-binaphthyl). Reagents/catalysts: C=1C=CC(=CC1)/C=C/C(=O)/C=C/C2=CC=CC=C2.C=1C=CC(=CC1)/C=C/C(=O)/C=C/C2=CC=CC=C2.C=1C=CC(=CC1)/C=C/C(=O)/C=C/C2=CC=CC=C2.[Pd].[Pd] (tris-(dibenzylideneacetone)dipalladium). Solvent: C1(=CC=CC=C1)C (toluene). Run at temperature 110 celsius, time 1.5 hour. Product: C(C1=CC=CC=C1)NC=1C=C(CC2(CC2)C(=O)OC(C)(C)C)C=CC1 (tert-Butyl 1-[3-(benzylamino)benzyl]cyclopropanecarboxylate). RXN SMILES: Br[C:2]1[CH:3]=[C:4]([CH:16]=[CH:17][CH:18]=1)[CH2:5][C:6]1([C:9]([O:11][C:12]([CH3:15])([CH3:14])[CH3:13])=[O:10])[CH2:8][CH2:7]1.[CH2:19]([NH2:26])[C:20]1[CH:25]=[CH:24][CH:23]=[CH:22][CH:21]=1.CC(C)([O-])C.[Na+].C1(P(C2C=CC=CC=2)C2C=CC3C(=CC=CC=3)C=2C2C3C(=CC=CC=3)C=CC=2P(C2C=CC=CC=2)C2C=CC=CC=2)C=CC=CC=1>C1(C)C=CC=CC=1.C1C=CC(/C=C/C(/C=C/C2C=CC=CC=2)=O)=CC=1.C1C=CC(/C=C/C(/C=C/C2C=CC=CC=2)=O)=CC=1.C1C=CC(/C=C/C(/C=C/C2C=CC=CC=2)=O)=CC=1.[Pd].[Pd]>[CH2:19]([NH:26][C:2]1[CH:3]=[C:4]([CH:16]=[CH:17][CH:18]=1)[CH2:5][C:6]1([C:9]([O:11][C:12]([CH3:15])([CH3:14])[CH3:13])=[O:10])[CH2:8][CH2:7]1)[C:20]1[CH:25]=[CH:24][CH:23]=[CH:22][CH:21]=1 |f:2.3,6.7.8.9.10|. Reported procedure: Under argon and dry conditions, 13.3 g (42.73 mmol) of tert-butyl 1-(3-bromobenzyl)-cyclopropanecarboxylate, 5.6 ml (51.28 mmol) of benzylamine, 1.96 g (2.14 mmol) of tris-(dibenzylideneacetone)dipalladium, 4.93 g (51.28 mmol) of sodium tert-butoxide and 1.06 g (1.71 mmol) of (+/−)-2,2′-bis(diphenylphosphino)-1,1′-binaphthyl were suspended in 50 ml of toluene. The reaction mixture was stirred at 110° C. for 1.5 h. The mixture was then filtered off with suction through kieselguhr, the residue was... The reactants are C(C)(C)(C)OC(NC=1C(=NC(=CC1)C1=CC=C(C=C1)C(F)(F)F)C)=O ([2-methyl-6-(4-trifluoromethyl-phenyl)-pyridin-3-yl]-carbamic acid tert-butyl ester), FC(C(=O)O)(F)F (trifluoroacetic acid). Product: CC1=NC(=CC=C1N)C1=CC=C(C=C1)C(F)(F)F (2-Methyl-6-(4-trifluoromethyl-phenyl)-pyridin-3-ylamine). RXN SMILES: C(OC(=O)[NH:7][C:8]1[C:9]([CH3:24])=[N:10][C:11]([C:14]2[CH:19]=[CH:18][C:17]([C:20]([F:23])([F:22])[F:21])=[CH:16][CH:15]=2)=[CH:12][CH:13]=1)(C)(C)C.FC(F)(F)C(O)=O>>[CH3:24][C:9]1[C:8]([NH2:7])=[CH:13][CH:12]=[C:11]([C:14]2[CH:19]=[CH:18][C:17]([C:20]([F:22])([F:21])[F:23])=[CH:16][CH:15]=2)[N:10]=1. Procedure: In analog to the procedure described in example 5F], [2-methyl-6-(4-trifluoromethyl-phenyl)-pyridin-3-yl]-carbamic acid tert-butyl ester was reacted with trifluoroacetic acid to yield the title compound as colorless solid.